From a dataset of the Open Reaction Database (ORD), a public repository of structured organic reaction records. describe an organic reaction: reactants, conditions, products, and yield The product is C1=2C(=O)OC(NC1=CC=CC2)=O (isatoic acid anhydride). Starting materials: OO (hydrogen peroxide), N1C(=O)C(=O)C2=CC=CC=C12 (isatin), ( i ), S(O)(O)(=O)=O (sulfuric acid). As a reaction SMILES: [NH:1]1[C:11]2[C:6](=[CH:7][CH:8]=[CH:9][CH:10]=2)[C:4](=[O:5])[C:2]1=[O:3].S(=O)(=O)(O)[OH:13].OO>C(O)(=O)C>[C:6]12[C:11](=[CH:10][CH:9]=[CH:8][CH:7]=1)[NH:1][C:2](=[O:13])[O:3][C:4]2=[O:5]. Run in C(C)(=O)O (acetic acid). Procedure details: The isatin derivative (70 g) obtained in the above item (i), 200 ml of acetic acid and 0.8 ml of concentrated sulfuric acid were charged in a 500 ml two-neck flask and the mixture was stirred at room temperature. Then, 50 ml of 30% hydrogen peroxide was added dropwise to the mixture. After the completion of dropping, the mixture was stirred at 60° to 65° C. for one hour and a half and then cooled. The deposit was filtered, washed with water and dried under vacuum to give 35 g of a derivative of ...